Task: describe an organic reaction: reactants, conditions, products, and yield. Dataset: the Open Reaction Database (ORD), a public repository of structured organic reaction records Starting materials: C1(=CC=CC=C1)OP(=O)(OC1=CC=CC=C1)CN[C@H](C(=O)NCCC(=O)O)CC1=CC=C(C=C1)C1=CC=CC=C1 ((S)-N-[2-(diphenylphosphonomethylamino)-3-(4-biphenylyl)-propionyl]-3-aminopropionic acid), [F-].[K+] (potassium fluoride), C1COCCOCCOCCOCCOCCO1 (18-crown-6). The solvent is CO (methanol). Run at time 3 hour. Product: COP(=O)(OC)CN[C@H](C(=O)NCCC(=O)O)CC1=CC=C(C=C1)C1=CC=CC=C1 ((S)-N-[2-(dimethylphosphonomethylamino)-3-(4-biphenylyl)-propionyl]-3-aminopropionic acid). RXN SMILES: [C:1]1([O:7][P:8]([CH2:17][NH:18][C@@H:19]([CH2:28][C:29]2[CH:34]=[CH:33][C:32]([C:35]3[CH:40]=[CH:39][CH:38]=[CH:37][CH:36]=3)=[CH:31][CH:30]=2)[C:20]([NH:22][CH2:23][CH2:24][C:25]([OH:27])=[O:26])=[O:21])([O:10][C:11]2C=CC=CC=2)=[O:9])C=CC=CC=1.[F-].[K+].C1OCCOCCOCCOCCOCCOC1>CO>[CH3:1][O:7][P:8]([CH2:17][NH:18][C@@H:19]([CH2:28][C:29]1[CH:30]=[CH:31][C:32]([C:35]2[CH:40]=[CH:39][CH:38]=[CH:37][CH:36]=2)=[CH:33][CH:34]=1)[C:20]([NH:22][CH2:23][CH2:24][C:25]([OH:27])=[O:26])=[O:21])([O:10][CH3:11])=[O:9] |f:1.2|. Reported procedure: To a stirred solution of (S)-N-[2-(diphenylphosphonomethylamino)-3-(4-biphenylyl)-propionyl]-3-aminopropionic acid (10.8 g, 19.3 mmol) in methanol (150 mL) is added potassium fluoride (11.2 g, 193 mmol) followed by 18-crown-6 (100 mg, 0.38 mmol). The solution is refluxed for 7 minutes in a preheated oil bath then stirred at room temperature for 3 hours. The volume is then reduced to 50 mL by evaporation under reduced pressure. The solution is cooled in an ice bath and treated with 2N hydrochlori... Reactants: C(\C=C/C(=O)O)(=O)O (maleic acid), CO[Si](OC)(OC)CCC1=NC=CC=C1 (2-(trimethoxysilylethyl)pyridine). Solvent: CO (methanol), CO (methanol). Product: C(\C=C/C(=O)[O-])(=O)[O-].CO[Si](OC)(OC)CCC1=[NH+]C=CC=C1.CO[Si](OC)(OC)CCC1=[NH+]C=CC=C1 (2-(trimethoxysilylethyl)pyridinium maleate). RXN SMILES: [CH3:1][O:2][Si:3]([CH2:8][CH2:9][C:10]1[CH:15]=[CH:14][CH:13]=[CH:12][N:11]=1)([O:6][CH3:7])[O:4][CH3:5].[C:16]([OH:23])(=[O:22])/[CH:17]=[CH:18]\[C:19]([OH:21])=[O:20]>CO>[C:16]([O-:23])(=[O:22])/[CH:17]=[CH:18]\[C:19]([O-:21])=[O:20].[CH3:1][O:2][Si:3]([CH2:8][CH2:9][C:10]1[CH:15]=[CH:14][CH:13]=[CH:12][NH+:11]=1)([O:6][CH3:7])[O:4][CH3:5].[CH3:1][O:2][Si:3]([CH2:8][CH2:9][C:10]1[CH:15]=[CH:14][CH:13]=[CH:12][NH+:11]=1)([O:6][CH3:7])[O:4][CH3:5] |f:3.4.5|. Procedure details: 5.0 g of 2-(trimethoxysilylethyl)pyridine and 18 g of methanol were charged into a 100 mL flask to be dissolved. While stirring the resultant mixed solution with a magnetic stirrer, to the mixed solution, a solution in which 3.8 g of maleic acid was dissolved in 24 g of methanol was gradually added at room temperature in a nitrogen atmosphere. The reaction mixture was stirred for half a day and therefrom, methanol was distilled off under reduced pressure. The resultant concentrate was dropped in... The reactants are P(Cl)(Cl)(Cl)(Cl)Cl (Phosphorus pentachloride), C(C)OC(=O)CN1C(C(=C(C=C1C)SCCO)[N+](=O)[O-])=O (1-ethyloxycarbonylmethyl-4-(2-hydroxyethylthio)-6-methyl-3-nitro-2-pyridinone). The solvent is C(Cl)Cl (methylene chloride), C(Cl)Cl (methylene chloride). The product is ClCCSC1=C(C(N(C(=C1)C)CC(=O)OCC)=O)[N+](=O)[O-] (4-(2-Chloroethylthio)-1-ethyloxycarbonylmethyl-6-methyl-3-nitro-2-pyridinone). As a reaction SMILES: P(Cl)(Cl)(Cl)(Cl)[Cl:2].[CH2:7]([O:9][C:10]([CH2:12][N:13]1[C:18]([CH3:19])=[CH:17][C:16]([S:20][CH2:21][CH2:22]O)=[C:15]([N+:24]([O-:26])=[O:25])[C:14]1=[O:27])=[O:11])[CH3:8]>C(Cl)Cl>[Cl:2][CH2:22][CH2:21][S:20][C:16]1[CH:17]=[C:18]([CH3:19])[N:13]([CH2:12][C:10]([O:9][CH2:7][CH3:8])=[O:11])[C:14](=[O:27])[C:15]=1[N+:24]([O-:26])=[O:25]. Procedure details: Phosphorus pentachloride (229 mg, 1.1 mmol) was added to a stirred solution of 1-ethyloxycarbonylmethyl-4-(2-hydroxyethylthio)-6-methyl-3-nitro-2-pyridinone (316 mg, 1.0 mmol) in methylene chloride (5 mL). After 15 min the reaction was diluted with methylene chloride and was washed with water, dried (Na2SO4) and evaporated to give the title compound as a yellow crystalline solid: The reactants are C(C)(=O)C1=CC=CC=2C(C3=C(CCC21)C=CC=C3)=O (1-acetyl-10,11-dihydro-5H-dibenzo[a,d]cyclohepten-5-one), C(CO)O (ethylene glycol), C1(=CC=CC=C1)C (toluene), C1(=CC=C(C=C1)S(=O)(=O)O)C (p-toluenesulfonic acid). Run in O (water). Yields the product CC1(OCCO1)C1=CC=CC=2C(C3=C(CCC21)C=CC=C3)=O (1-(2-methyl-1,3-dioxolan-2-yl)-10,11-dihydro-5H-dibenzo[a,d]cyclohepten-5-one). As a reaction SMILES: [C:1]([C:4]1[C:14]2[CH2:13][CH2:12][C:11]3[CH:15]=[CH:16][CH:17]=[CH:18][C:10]=3[C:9](=[O:19])[C:8]=2[CH:7]=[CH:6][CH:5]=1)(=[O:3])[CH3:2].[CH2:20](O)[CH2:21][OH:22].C1(C)C=CC=CC=1.C1(C)C=CC(S(O)(=O)=O)=CC=1>O>[CH3:2][C:1]1([C:4]2[C:14]3[CH2:13][CH2:12][C:11]4[CH:15]=[CH:16][CH:17]=[CH:18][C:10]=4[C:9](=[O:19])[C:8]=3[CH:7]=[CH:6][CH:5]=2)[O:22][CH2:21][CH2:20][O:3]1. Procedure details: 7.4 g. of 1-acetyl-10,11-dihydro-5H-dibenzo[a,d]cyclohepten-5-one, 9.5 g. of ethylene glycol, 30 ml. of toluene and 60 mg. of p-toluenesulfonic acid are heated in a water separator at reflux for 8 hours. Thereafter, the mixture is concentrated under reduced pressure, taken up in ethyl acetate, washed with sodium carbonate solution and water, dried and evaporated, whereby 1-(2-methyl-1,3-dioxolan-2-yl)-10,11-dihydro-5H-dibenzo[a,d]cyclohepten-5-one is obtained as yellow crystals having a melting ...